describe an organic reaction: reactants, conditions, products, and yield From a dataset of the Open Reaction Database (ORD), a public repository of structured organic reaction records. The reactants are ClC1=CC(=C(OC2=CC=C(C(=O)Cl)C=C2)C=C1)[N+](=O)[O-] (4-(4-chloro-2-nitrophenoxy)benzoyl chloride), CN (methylamine). The solvent is C1CCOC1 (THF). The product is ClC1=CC(=C(OC2=CC=C(C(=O)NC)C=C2)C=C1)[N+](=O)[O-] (4-(4-Chloro-2-nitro-phenoxy)-N-methyl-benzamide). Isolated yield 49.8%. As a reaction SMILES: [Cl:1][C:2]1[CH:17]=[CH:16][C:5]([O:6][C:7]2[CH:15]=[CH:14][C:10]([C:11](Cl)=[O:12])=[CH:9][CH:8]=2)=[C:4]([N+:18]([O-:20])=[O:19])[CH:3]=1.[CH3:21][NH2:22]>C1COCC1>[Cl:1][C:2]1[CH:17]=[CH:16][C:5]([O:6][C:7]2[CH:15]=[CH:14][C:10]([C:11]([NH:22][CH3:21])=[O:12])=[CH:9][CH:8]=2)=[C:4]([N+:18]([O-:20])=[O:19])[CH:3]=1. Reported procedure: The product from Example 126c (225 mg, 0.72 mmol) was reacted with methylamine (1.0 mL, 2.0 mmol) in THF (20 mL) at room temperature. The THF was removed under reduced pressure. The crude residue was purified by flash chromatography eluting with hexanes/ethyl acetate (30:70) to give the title compound (110 mg, 50%). Reactants: Cl, COc1cc2c(Oc3ccc4[nH]c(C)cc4c3F)ncnc2cc1OCC1CCN(C(=O)OC(C)(C)C)CC1, C1COCCO1. Product: COc1cc2c(Oc3ccc4[nH]c(C)cc4c3F)ncnc2cc1OCC1CCNCC1. Reaction SMILES: [ClH:40].[F:1][c:2]1[c:3]2[cH:4][c:5]([CH3:39])[nH:6][c:7]2[cH:8][cH:9][c:10]1[O:11][c:12]1[n:13][cH:14][n:15][c:16]2[cH:17][c:18]([O:24][CH2:25][CH:26]3[CH2:27][CH2:28][N:29]([C:32]([O:33][C:34]([CH3:35])([CH3:36])[CH3:37])=[O:38])[CH2:30][CH2:31]3)[c:19]([O:22][CH3:23])[cH:20][c:21]12.[O:41]1[CH2:42][CH2:43][O:44][CH2:45][CH2:46]1>>[F:1][c:2]1[c:3]2[cH:4][c:5]([CH3:39])[nH:6][c:7]2[cH:8][cH:9][c:10]1[O:11][c:12]1[n:13][cH:14][n:15][c:16]2[cH:17][c:18]([O:24][CH2:25][CH:26]3[CH2:27][CH2:28][NH:29][CH2:30][CH2:31]3)[c:19]([O:22][CH3:23])[cH:20][c:21]12.